This data is from the Open Reaction Database (ORD), a public repository of structured organic reaction records. The task is: describe an organic reaction: reactants, conditions, products, and yield Product: CCCc1cc(OCc2ccccc2)ccc1O. RXN SMILES: [CH2:1]([CH:2]=[CH2:3])[c:4]1[c:5]([OH:18])[cH:6][cH:7][c:8]([O:10][CH2:11][c:12]2[cH:13][cH:14][cH:15][cH:16][cH:17]2)[cH:9]1.[CH3:21][CH2:22][O:23][C:24](=[O:25])[CH3:26].[H:19][H:20]>>[CH2:1]([CH2:2][CH3:3])[c:4]1[c:5]([OH:18])[cH:6][cH:7][c:8]([O:10][CH2:11][c:12]2[cH:13][cH:14][cH:15][cH:16][cH:17]2)[cH:9]1. The reactants are C=CCc1cc(OCc2ccccc2)ccc1O, CCOC(C)=O, [H][H]. Solvent: CN(C)C=O (DMF). Conditions: temperature 50 celsius. Procedure: To a stirred solution of ethyl 4-hydroxybenzoate (530 g, 3.19 mol) in DMF (6 L) were added K2CO3 powder (1102 g, 7.97 mol, 2.5 eq.), NaI (1195 g, 7.97 mol, 2.5 eq.) and PMB-Cl (599.4 g, 3.83 mol, 1.2 eq.) at ambient temperature. The reaction mixture was heated at 50° C. overnight under nitrogen atmosphere. The reaction mixture was cooled to ambient temperature and ice-water (9 L) was added to the reaction mixture. The resulting solid was filtered and washed with water (5 L), dried at 40° C. unde... The reactants are ice water, OC1=CC=C(C(=O)OCC)C=C1 (ethyl 4-hydroxybenzoate), C(=O)([O-])[O-].[K+].[K+] (K2CO3), [Na+].[I-] (NaI), C(C1=CC=C(OC)C=C1)Cl (PMB-Cl). As a reaction SMILES: [OH:1][C:2]1[CH:12]=[CH:11][C:5]([C:6]([O:8][CH2:9][CH3:10])=[O:7])=[CH:4][CH:3]=1.C([O-])([O-])=O.[K+].[K+].[Na+].[I-].[CH2:21](Cl)[C:22]1[CH:29]=[CH:28][C:25]([O:26][CH3:27])=[CH:24][CH:23]=1>CN(C=O)C>[CH3:27][O:26][C:25]1[CH:28]=[CH:29][C:22]([CH2:21][O:1][C:2]2[CH:3]=[CH:4][C:5]([C:6]([O:8][CH2:9][CH3:10])=[O:7])=[CH:11][CH:12]=2)=[CH:23][CH:24]=1 |f:1.2.3,4.5|. Product: COC1=CC=C(COC2=CC=C(C(=O)OCC)C=C2)C=C1 (ETHYL 4-(4-METHOXYBENZYLOXY)BENZOATE). Starting materials: COc1ccc(OC(=O)N(C)C)cc1 (substrate), OB(O)c1ccccc1 (effective_coupling_partner). The reagents and catalysts are dppf. Run at temperature 110 celsius, time 24 hour. Yields the product COc2ccc(c1ccccc1)cc2.